From a dataset of the Open Reaction Database (ORD), a public repository of structured organic reaction records. describe an organic reaction: reactants, conditions, products, and yield Reactants: N1=NC=C(C=C1)C(=O)O (pyridazine-4-carboxylic acid), C(C)(=O)N1CC(C2=CC(=C(C=C12)N)N)(C)C (1-acetyl-5,6-diamino-3,3-dimethylindoline), O=P12OP3(=O)OP(=O)(O1)OP(=O)(O2)O3 (phosphorus pentoxide). Yields the product C(C)(=O)N1CC(C=2C1=CC1=C(N=C(N1)C1=CN=NC=C1)C2)(C)C (5-Acetyl-7,7-dimethyl-6,7-dihydro-2-(pyridazin-4-yl)-3H,5H-pyrrolo[2,3-f]benzimidazole). Reaction SMILES: [N:1]1[CH:6]=[CH:5][C:4]([C:7](O)=O)=[CH:3][N:2]=1.[C:10]([N:13]1[C:21]2[C:16](=[CH:17][C:18]([NH2:23])=[C:19]([NH2:22])[CH:20]=2)[C:15]([CH3:25])([CH3:24])[CH2:14]1)(=[O:12])[CH3:11].O=P12OP3(OP(OP(O3)(O1)=O)(=O)O2)=O>>[C:10]([N:13]1[C:21]2=[CH:20][C:19]3[NH:22][C:7]([C:4]4[CH:5]=[CH:6][N:1]=[N:2][CH:3]=4)=[N:23][C:18]=3[CH:17]=[C:16]2[C:15]([CH3:25])([CH3:24])[CH2:14]1)(=[O:12])[CH3:11]. Procedure details: To 75 g. polyphoshoric acid are added 3.1 g. pyridazine-4-carboxylic acid, 5.0 g. (23 mmole) 1-acetyl-5,6-diamino-3,3-dimethylindoline (Example 2b) and 22 g. phosphorus pentoxide and heated to 150°-160° C. for 7 hours. The reaction mixture is poured on to ice, rendered ammoniacal, extracted with dichloromethane and the extract evaporated to give 3.6 g. (51% of theory) of the title compound in the form of a dark solid; m.p. 225°-260° C. The reactants are COc1ccc2cc(B(O)O)n(C(=O)OC(C)(C)C)c2c1, O=S1(=O)CCCN1c1ccc(I)cc1, [K+], [K+], O=C([O-])[O-], CN(C)C=O. Product: COc1ccc2cc(-c3ccc(N4CCCS4(=O)=O)cc3)n(C(=O)OC(C)(C)C)c2c1. RXN SMILES: [C:1](=[O:2])([O:3][C:4]([CH3:5])([CH3:6])[CH3:7])[n:8]1[c:9]([B:19]([OH:20])[OH:21])[cH:10][c:11]2[cH:12][cH:13][c:14]([O:17][CH3:18])[cH:15][c:16]12.[I:22][c:23]1[cH:24][cH:25][c:26]([N:29]2[S:30](=[O:34])(=[O:35])[CH2:31][CH2:32][CH2:33]2)[cH:27][cH:28]1.[K+:36].[K+:37].[O-:38][C:39]([O-:40])=[O:41].[O:42]=[CH:43][N:44]([CH3:45])[CH3:46]>>[C:1](=[O:2])([O:3][C:4]([CH3:5])([CH3:6])[CH3:7])[n:8]1[c:9](-[c:23]2[cH:24][cH:25][c:26]([N:29]3[S:30](=[O:34])(=[O:35])[CH2:31][CH2:32][CH2:33]3)[cH:27][cH:28]2)[cH:10][c:11]2[cH:12][cH:13][c:14]([O:17][CH3:18])[cH:15][c:16]12. The reactants are CCO, CCOC(=O)c1c(-c2ccccc2Cl)c2cc(CC)sc2n(C)c1=O, Cl, [K+], [OH-], O. Yields the product CCc1cc2c(-c3ccccc3Cl)c(C(=O)O)c(=O)n(C)c2s1. Reaction SMILES: [CH3:28][CH2:29][OH:30].[Cl:1][c:2]1[c:3](-[c:8]2[c:9]3[c:10]([n:11]([CH3:20])[c:12](=[O:19])[c:13]2[C:14](=[O:15])[O:16][CH2:17][CH3:18])[s:21][c:22]([CH2:24][CH3:25])[cH:23]3)[cH:4][cH:5][cH:6][cH:7]1.[ClH:31].[K+:27].[OH-:26].[OH2:32]>>[Cl:1][c:2]1[c:3](-[c:8]2[c:9]3[c:10]([n:11]([CH3:20])[c:12](=[O:19])[c:13]2[C:14](=[O:15])[OH:16])[s:21][c:22]([CH2:24][CH3:25])[cH:23]3)[cH:4][cH:5][cH:6][cH:7]1. The reactants are CO, COC(=O)CCCCCN1CCOC(OCc2cc(C(F)(F)F)cc(C(F)(F)F)c2)C1c1ccccc1, [Na+], [OH-]. Yields the product O=C(O)CCCCCN1CCOC(OCc2cc(C(F)(F)F)cc(C(F)(F)F)c2)C1c1ccccc1. RXN SMILES: [CH3:40][OH:41].[F:1][C:2]([c:3]1[cH:4][c:5]([CH2:6][O:7][CH:8]2[O:9][CH2:10][CH2:11][N:12]([CH2:20][CH2:21][CH2:22][CH2:23][CH2:24][C:25](=[O:26])[O:27][CH3:28])[CH:13]2[c:14]2[cH:15][cH:16][cH:17][cH:18][cH:19]2)[cH:29][c:30]([C:32]([F:33])([F:34])[F:35])[cH:31]1)([F:36])[F:37].[Na+:39].[OH-:38]>>[F:1][C:2]([c:3]1[cH:4][c:5]([CH2:6][O:7][CH:8]2[O:9][CH2:10][CH2:11][N:12]([CH2:20][CH2:21][CH2:22][CH2:23][CH2:24][C:25](=[O:26])[OH:27])[CH:13]2[c:14]2[cH:15][cH:16][cH:17][cH:18][cH:19]2)[cH:29][c:30]([C:32]([F:33])([F:34])[F:35])[cH:31]1)([F:36])[F:37]. The reactants are O=C([O-])[O-], COCCCl, CN(C)C=O, [I-], O=[N+]([O-])c1ccc(O)c(I)c1, [K+], [K+], [Na+], Oc1ccccc1. Yields the product COCCOc1ccc([N+](=O)[O-])cc1I. Reaction SMILES: [C:17](=[O:18])([O-:19])[O-:20].[CH3:12][O:13][CH2:14][CH2:15][Cl:16].[CH3:32][N:33]([CH3:34])[CH:35]=[O:36].[I-:24].[I:1][c:2]1[c:3]([OH:11])[cH:4][cH:5][c:6]([N+:8](=[O:9])[O-:10])[cH:7]1.[K+:21].[K+:22].[Na+:23].[OH:25][c:26]1[cH:27][cH:28][cH:29][cH:30][cH:31]1>>[I:1][c:2]1[c:3]([O:11][CH2:15][CH2:14][O:13][CH3:12])[cH:4][cH:5][c:6]([N+:8](=[O:9])[O-:10])[cH:7]1. Reactants: CN(C)C1(c2ccccc2)CC=C(c2[nH]c3ccccc3c2CCCCO)CC1, CC(=O)O, CCO. The product is CN(C)C1(c2ccccc2)CCC(c2[nH]c3ccccc3c2CCCCO)CC1. Reaction SMILES: [CH3:1][N:2]([C:3]1([c:23]2[cH:24][cH:25][cH:26][cH:27][cH:28]2)[CH2:4][CH:5]=[C:6]([c:9]2[nH:10][c:11]3[cH:12][cH:13][cH:14][cH:15][c:16]3[c:17]2[CH2:18][CH2:19][CH2:20][CH2:21][OH:22])[CH2:7][CH2:8]1)[CH3:29].[CH3:30][C:31](=[O:32])[OH:33].[CH3:34][CH2:35][OH:36]>>[CH3:1][N:2]([C:3]1([c:23]2[cH:24][cH:25][cH:26][cH:27][cH:28]2)[CH2:4][CH2:5][CH:6]([c:9]2[nH:10][c:11]3[cH:12][cH:13][cH:14][cH:15][c:16]3[c:17]2[CH2:18][CH2:19][CH2:20][CH2:21][OH:22])[CH2:7][CH2:8]1)[CH3:29]. Procedure details: The product from Example 224A and 2-(4-fluorophenyl)acetyl chloride were processed using a method similar to that described in Example 4C to afford the title compound. 1H NMR (300 MHz, DMSO-d6) δ ppm 11.86-11.86 (m, 1H), 8.53 (d, J=8.1 Hz, 1H), 8.31-8.47 (m, 1H), 8.14-8.20 (m, 4H), 8.09-8.16 (m, 1H), 7.99-8.07 (m, 1H), 7.28-7.34 (m, 2H), 7.14-7.20 (m, 2H), 3.66 (s, 2H); MS (ESI−) M/Z 461 (M−H)−. Reactants: NN1C(C2=CC=CC=C2C(=N1)S(=O)(=O)C1=CC=C(C=C1)C#N)=O (2-amino-4-[(4-cyanophenyl)sulfonyl]phthalazin-1(2H)-one), FC1=CC=C(C=C1)CC(=O)Cl (2-(4-fluorophenyl)acetyl chloride). The product is C(#N)C1=CC=C(C=C1)S(=O)(=O)C1=NN(C(C2=CC=CC=C12)=O)NC(CC1=CC=C(C=C1)F)=O (N-{4-[(4-cyanophenyl)sulfonyl]-1-oxophthalazin-2(1H)-yl}-2-(4-fluorophenyl)acetamide). Reaction SMILES: [NH2:1][N:2]1[N:11]=[C:10]([S:12]([C:15]2[CH:20]=[CH:19][C:18]([C:21]#[N:22])=[CH:17][CH:16]=2)(=[O:14])=[O:13])[C:9]2[C:4](=[CH:5][CH:6]=[CH:7][CH:8]=2)[C:3]1=[O:23].[F:24][C:25]1[CH:30]=[CH:29][C:28]([CH2:31][C:32](Cl)=[O:33])=[CH:27][CH:26]=1>>[C:21]([C:18]1[CH:19]=[CH:20][C:15]([S:12]([C:10]2[C:9]3[C:4](=[CH:5][CH:6]=[CH:7][CH:8]=3)[C:3](=[O:23])[N:2]([NH:1][C:32](=[O:33])[CH2:31][C:28]3[CH:29]=[CH:30][C:25]([F:24])=[CH:26][CH:27]=3)[N:11]=2)(=[O:14])=[O:13])=[CH:16][CH:17]=1)#[N:22].